Dataset: the Open Reaction Database (ORD), a public repository of structured organic reaction records. Task: describe an organic reaction: reactants, conditions, products, and yield The reactants are BrB(Br)Br, COc1ccccc1-c1nc(Cl)c2ccccc2n1, ClCCl. Yields the product Oc1ccccc1-c1nc(Cl)c2ccccc2n1. Reaction SMILES: [B:20]([Br:21])([Br:22])[Br:23].[Cl:1][c:2]1[n:3][c:4](-[c:12]2[c:13]([O:18][CH3:19])[cH:14][cH:15][cH:16][cH:17]2)[n:5][c:6]2[cH:7][cH:8][cH:9][cH:10][c:11]12.[Cl:24][CH2:25][Cl:26]>>[Cl:1][c:2]1[n:3][c:4](-[c:12]2[c:13]([OH:18])[cH:14][cH:15][cH:16][cH:17]2)[n:5][c:6]2[cH:7][cH:8][cH:9][cH:10][c:11]12. The reactants are CN(C)c1ccncc1, O=C(Cl)OCC(Cl)(Cl)Cl, ClCCl, Cl, Cc1cc(N)sn1, c1ccncc1. Product: Cc1cc(NC(=O)OCC(Cl)(Cl)Cl)sn1. As a reaction SMILES: [CH3:24][N:25]([c:26]1[cH:27][cH:28][n:29][cH:30][cH:31]1)[CH3:32].[Cl:15][C:16]([CH2:17][O:18][C:19](=[O:20])[Cl:21])([Cl:22])[Cl:23].[Cl:33][CH2:34][Cl:35].[ClH:1].[NH2:2][c:3]1[cH:4][c:5]([CH3:8])[n:6][s:7]1.[cH:9]1[cH:10][cH:11][n:12][cH:13][cH:14]1>>[NH:2]([c:3]1[cH:4][c:5]([CH3:8])[n:6][s:7]1)[C:19]([O:18][CH2:17][C:16]([Cl:15])([Cl:22])[Cl:23])=[O:20]. The reactants are ClC=1N=CC(=NC1)C(CC(=O)OCC)=O (Ethyl 3-(5-chloropyrazin-2-yl)-3-oxopropanoate), ClC=1N=CC(=NC1)C(CC(=O)OCC)=O (Ethyl 3-(5-chloropyrazin-2-yl)-3-oxopropanoate), resin, INC(CCC(=O)N)=O (N-iodosuccinamide), NC(=S)N (Thiourea). Solvent: C(C)(=O)OCC (ethyl acetate), CO (methanol). Reaction conditions: time 1 hour. Product: NC=1SC(=C(N1)C1=NC=C(N=C1)Cl)C(=O)OCC (ethyl 2-amino-4-(5-chloropyrazin-2-yl)-1,3-thiazole-5-carboxylate). Isolated yield 20.1%. RXN SMILES: [Cl:1][C:2]1[N:3]=[CH:4][C:5]([C:8](=O)[CH2:9][C:10]([O:12][CH2:13][CH3:14])=[O:11])=[N:6][CH:7]=1.INC(=O)CCC(N)=O.[NH2:25][C:26]([NH2:28])=[S:27]>C(OCC)(=O)C.CO>[NH2:28][C:26]1[S:27][C:9]([C:10]([O:12][CH2:13][CH3:14])=[O:11])=[C:8]([C:5]2[CH:4]=[N:3][C:2]([Cl:1])=[CH:7][N:6]=2)[N:25]=1. Reported procedure: Ethyl 3-(5-chloropyrazin-2-yl)-3-oxopropanoate (Intermediate 45, 2.0 g, 8.77 mM) was dissolved in ethyl acetate (30 mL), to this amberlyst resin (2.0 g) and N-iodosuccinamide (2.1 g, 9.64 mM) were added and stirred for 1 h at room temperature. The resin was filtered and the filtrate was concentrated under reduced pressure to afford crude compound, which was dissolved in methanol (25 mL). Thiourea (0.99 g, 13.15 mM) was added to the reaction mixture and the reaction mixture was heated to reflux f...